From a dataset of the Open Reaction Database (ORD), a public repository of structured organic reaction records. describe an organic reaction: reactants, conditions, products, and yield Reaction SMILES: [CH:1]1[C:10]2[C:5](=[CH:6][CH:7]=[CH:8][CH:9]=2)[CH:4]=[CH:3][N:2]=1.[S:11](=[O:15])(=[O:14])([OH:13])[OH:12]>C1(C)C=CC=CC=1>[S:11]([O-:15])([O-:14])(=[O:13])=[O:12].[CH:1]1[C:10]2[C:5](=[CH:6][CH:7]=[CH:8][CH:9]=2)[CH:4]=[CH:3][NH+:2]=1.[CH:1]1[C:10]2[C:5](=[CH:6][CH:7]=[CH:8][CH:9]=2)[CH:4]=[CH:3][NH+:2]=1 |f:3.4.5|. The product is S(=O)(=O)([O-])[O-].C1=[NH+]C=CC2=CC=CC=C12.C1=[NH+]C=CC2=CC=CC=C12 (isoquinolinium sulfate). The reactants are C1=NC=CC2=CC=CC=C12 (isoquinoline), C1=NC=CC2=CC=CC=C12 (isoquinoline), resultant solution, S(O)(O)(=O)=O (sulfuric acid). Procedure: In 900 g of toluene, 600 g of the same crude isoquinoline as used in the refining process of No. 1 above was dissolved. To the resultant solution, sulfuric acid in amounts equimolar with the isoquinoline was added to react thereon. The crystals consequently formed were separated by filtration to afford crystals of isoquinolinium sulfate. The crystals were washed with 900 g of toluene and then decomposed with an alkali by following the procedure of No. 1. Consequently, there was obtained 450 g of... Run in C1(=CC=CC=C1)C (toluene). The product is C(CC)OC(=O)[C@H](O)[C@@H](O)[C@@H](O)CO (1-propoxy-L-arabinose). Starting materials: C(CC)O (1-propanol), C(C)(=O)Cl (acetyl chloride), O=C[C@H](O)[C@@H](O)[C@@H](O)CO (L-arabinose). Procedure: 3.917 kg (65 mol) of 1-propanol was placed in a reactor, and the temperature within the reactor was lowered to a temperature between −10° C. to 10° C. Then, 0.523 kg (6.7 mol) of acetyl chloride was added slowly thereto at a temperature between −10° C. to 35° C. To the solution, 1 kg (6.7 mol) of L-arabinose was added, and the mixture was warmed to 35-40° C. and stirred at that temperature for 2-3 hours, and then at 27-32° C. for 20 hours. After completion of the reaction, the solids were filter... Conditions: temperature 37.5 celsius, time 2.5 hour. The yield is 73.4%. As a reaction SMILES: [CH2:1]([OH:4])[CH2:2][CH3:3].C(Cl)(=O)C.[O:9]=[CH:10][C@@H:11]([C@H:13]([C@H:15]([CH2:17][OH:18])[OH:16])[OH:14])[OH:12]>>[CH2:1]([O:4][C:10]([C@@H:11]([C@H:13]([C@H:15]([CH2:17][OH:18])[OH:16])[OH:14])[OH:12])=[O:9])[CH2:2][CH3:3]. The reactants are O1CCC=C1 (2,3-dihydrofuran), ClCCl (dichloromethane), O (water), ClCCl (dichloromethane), ClCCl (dichloromethane), C(C=O)(=O)OCC (ethyl glyoxalate), ClCCl (dichloromethane), O (water), C(C)(C)O (isopropyl alcohol), C([O-])([O-])=O.[K+].[K+] (potassium carbonate), [C@@H]([C@H](C(=O)[O-])O)(C(=O)[O-])O.[Na+].[K+] (Rochelle salt). The reagents and catalysts are CC([O-])C.CC([O-])C.CC([O-])C.CC([O-])C.[Ti+4] (titanium tetra(isopropoxide)), [Ti](Cl)(Cl)(Cl)Cl (titanium tetrachloride). Run in C1(=CC=CC=C1)C (toluene). Reaction conditions: time 1 hour. Product: OC(C(=O)OCC)C1C(OCC1)OC(C)C (Ethyl hydroxy-(2-isopropoxytetrahydro-3-furanyl)acetate). Isolated yield 90.3%. RXN SMILES: ClCCl.[C:4]([O:8][CH2:9][CH3:10])(=[O:7])[CH:5]=[O:6].[O:11]1[CH:15]=[CH:14][CH2:13][CH2:12]1.[CH:16]([OH:19])([CH3:18])[CH3:17].C(=O)([O-])[O-].[K+].[K+].[C@H](O)(C([O-])=O)[C@@H](O)C([O-])=O.[Na+].[K+].O>[Ti](Cl)(Cl)(Cl)Cl.CC(C)[O-].CC(C)[O-].CC(C)[O-].CC(C)[O-].[Ti+4].C1(C)C=CC=CC=1>[OH:6][CH:5]([CH:14]1[CH2:13][CH2:12][O:11][CH:15]1[O:19][CH:16]([CH3:18])[CH3:17])[C:4]([O:8][CH2:9][CH3:10])=[O:7] |f:4.5.6,7.8.9,12.13.14.15.16|. Reported procedure: In a 1 L round button flask, titanium tetrachloride (17.83 mmoles; 1.96 mL; 3.38 g) was dissolved in dichloromethane (70 mL; 1.092 moles; 92.75 g) at room temperature. Then titanium tetra(isopropoxide) (17.83 mmoles; 5.28 mL; 5.07 g) dissolved in dichloromethane (70 mL; 1.092 moles; 92.75 g) was added dropwise at room temperature. After a 1 hour stirring period, ethyl glyoxalate (1.1 equiv; 39.24 mmoles; 3.55 mL; 4.0 g) free of toluene, dissolved in dichloromethane (8.75 mL; 136.5 mmoles; 11.59 ... Starting materials: C(C)OC(C(\C=C(\CP(=O)(O)O)/C)N)=O (E-2-amino-4-methyl-5-phosphono-3-pentenoic acid ethyl ester). The solvent is O (water). Run at time 1 hour. Product: NC(C(=O)O)\C=C(\CP(=O)(O)O)/C (E-2-amino-4-methyl-5-phosphono-3-pentenoic acid), monohydrate. As a reaction SMILES: C([O:3][C:4](=[O:15])[CH:5]([NH2:14])/[CH:6]=[C:7](\[CH3:13])/[CH2:8][P:9]([OH:12])([OH:11])=[O:10])C>O>[NH2:14][CH:5](/[CH:6]=[C:7](\[CH3:13])/[CH2:8][P:9]([OH:12])([OH:11])=[O:10])[C:4]([OH:15])=[O:3]. Reported procedure: 12 g of E-2-amino-4-methyl-5-phosphono-3-pentenoic acid ethyl ester are stirred under reflux in 70 ml of water for 19 hours. The reaction mixture is slowly cooled to room temperature, stirred in an ice bath for one hour,filtered and washed with cold water. In this manner there is obtained E-2-amino-4-methyl-5-phosphono-3-pentenoic acid in the form of the monohydrate, m.p. 163° (decomp.).